This data is from the Open Reaction Database (ORD), a public repository of structured organic reaction records. The task is: describe an organic reaction: reactants, conditions, products, and yield Reactants: FC(C1=CC=C(C=C1)CCNC(C)=O)(F)F (N-[2-(4-trifluoromethyl-phenyl)-ethyl]-acetamide), O=P12OP3(=O)OP(=O)(O1)OP(=O)(O2)O3 (phosphorus pentoxide). The product is CC1=NCCC2=CC=C(C=C12)C(F)(F)F (1-Methyl-7-trifluoromethyl-3,4-dihydro-isoquinoline). RXN SMILES: [F:1][C:2]([F:16])([F:15])[C:3]1[CH:8]=[CH:7][C:6]([CH2:9][CH2:10][NH:11][C:12](=O)[CH3:13])=[CH:5][CH:4]=1.O=P12OP3(OP(OP(O3)(O1)=O)(=O)O2)=O>>[CH3:13][C:12]1[C:7]2[C:6](=[CH:5][CH:4]=[C:3]([C:2]([F:16])([F:15])[F:1])[CH:8]=2)[CH2:9][CH2:10][N:11]=1. Reported procedure: In close analogy to the procedure described above, N-[2-(4-trifluoromethyl-phenyl)-ethyl]-acetamide is reacted with phosphorus pentoxide to provide the title compound.